Dataset: the Open Reaction Database (ORD), a public repository of structured organic reaction records. Task: describe an organic reaction: reactants, conditions, products, and yield Reactants: Cc1ccccc1, ClCCl, COc1cc(C)nc(N)n1, O=C=NS(=O)(=O)c1ccccc1-c1ccccc1. The product is COc1cc(C)nc(NC(=O)NS(=O)(=O)c2ccccc2-c2ccccc2)n1. Reaction SMILES: [CH3:32][c:33]1[cH:34][cH:35][cH:36][cH:37][cH:38]1.[Cl:29][CH2:30][Cl:31].[NH2:1][c:2]1[n:3][c:4]([CH3:10])[cH:5][c:6]([O:8][CH3:9])[n:7]1.[c:11]1(-[c:23]2[cH:24][cH:25][cH:26][cH:27][cH:28]2)[c:12]([S:17](=[O:18])(=[O:19])[N:20]=[C:21]=[O:22])[cH:13][cH:14][cH:15][cH:16]1>>[NH:1]([c:2]1[n:3][c:4]([CH3:10])[cH:5][c:6]([O:8][CH3:9])[n:7]1)[C:21]([NH:20][S:17]([c:12]1[c:11](-[c:23]2[cH:24][cH:25][cH:26][cH:27][cH:28]2)[cH:16][cH:15][cH:14][cH:13]1)(=[O:18])=[O:19])=[O:22]. The reactants are FC=1C=C(NC)C=CC1 (3-Fluoro-N-Methylaniline), FC=1C=C(N)C=CC1 (3-fluoroaniline), C(C=C)N1C[C@@H](N(C[C@H]1C)[C@@H](C1=CC(=CC=C1)O[Si](C)(C)C(C)(C)C)C=1C=C(C(=O)Cl)C=CC1)C (3-((αR)-α-((2S,5R)-4-allyl-2,5-dimethyl-1-piperazinyl)-3-(tert -butyldimethylsilyloxy)benzyl)benzoyl chloride). Reaction SMILES: F[C:2]1C=C(C=CC=1)NC.[F:10][C:11]1[CH:12]=[C:13]([CH:15]=[CH:16][CH:17]=1)[NH2:14].[CH2:18]([N:21]1[C@H:26]([CH3:27])[CH2:25][N:24]([C@H:28]([C:43]2[CH:44]=[C:45]([CH:49]=[CH:50][CH:51]=2)[C:46](Cl)=[O:47])[C:29]2[CH:34]=[CH:33][CH:32]=[C:31]([O:35][Si](C(C)(C)C)(C)C)[CH:30]=2)[C@@H:23]([CH3:52])[CH2:22]1)[CH:19]=[CH2:20]>>[CH2:18]([N:21]1[C@H:26]([CH3:27])[CH2:25][N:24]([C@H:28]([C:43]2[CH:44]=[C:45]([CH:49]=[CH:50][CH:51]=2)[C:46]([N:14]([C:13]2[CH:15]=[CH:16][CH:17]=[C:11]([F:10])[CH:12]=2)[CH3:2])=[O:47])[C:29]2[CH:34]=[CH:33][CH:32]=[C:31]([OH:35])[CH:30]=2)[C@@H:23]([CH3:52])[CH2:22]1)[CH:19]=[CH2:20]. Procedure: 3-Fluoro-N-Methylaniline [NMR (200 MHz, DMSO-d6): δ 2.76 (s, 3H); 3.42 (s, 1H); 6.51-6.92 (m, 3H); 7.28 (dt, J1 =7.3 Hz, J2 =8.0 Hz, 1)], was prepared from 3-fluoroaniline, coupled with 3-((αR)-α-((2S,5R)-4-allyl-2,5-dimethyl-1-piperazinyl)-3-(tert -butyldimethylsilyloxy)benzyl)benzoyl chloride, deprotected and purified by the methods described in Example 10 to give (+)-3-((αR)-α-((2S,5R)-4-allyl-2,5-dimethyl-1-piperazinyl)-3-hydroxybenzyl)-N-(3-fluorophenyl)-N-methylbenzamide as a light yellow ... The product is C(C=C)N1C[C@@H](N(C[C@H]1C)[C@@H](C1=CC(=CC=C1)O)C=1C=C(C(=O)N(C)C2=CC(=CC=C2)F)C=CC1)C ((+)-3-((αR)-α-((2S,5R)-4-allyl-2,5-dimethyl-1-piperazinyl)-3-hydroxybenzyl)-N-(3-fluorophenyl)-N-methylbenzamide). Starting materials: C1=CC=CC=2C3=CC=CC=C3C(C12)COC(=O)N[C@@H](CCCCNC(CCC(P(=O)(CC=C)CC=C)P(=O)(CC=C)CC=C)=O)C(=O)O (Nα-(9-fluorenylmethoxycarbonyl)-Nε-(4,4-bis(diallylphosphoryl)butyryl)-L-lysine). Solvent: N1CCCCC1.CN(C)C=O (piperidine DMF), C(C)(=O)OCC (ethyl acetate). Yields the product C(C=C)P(=O)(CC=C)C(CCC(=O)NCCCC[C@H](N)C(=O)O)P(=O)(CC=C)CC=C (Nε-(4,4-bis(diallylphosphoryl)butyryl)-L-lysine). The yield is 85.6%. RXN SMILES: C1C2C(COC([NH:18][C@H:19]([C:46]([OH:48])=[O:47])[CH2:20][CH2:21][CH2:22][CH2:23][NH:24][C:25](=[O:45])[CH2:26][CH2:27][CH:28]([P:37]([CH2:42][CH:43]=[CH2:44])([CH2:39][CH:40]=[CH2:41])=[O:38])[P:29]([CH2:34][CH:35]=[CH2:36])([CH2:31][CH:32]=[CH2:33])=[O:30])=O)C3C(=CC=CC=3)C=2C=CC=1>N1CCCCC1.CN(C=O)C.C(OCC)(=O)C>[CH2:31]([P:29]([CH:28]([P:37]([CH2:39][CH:40]=[CH2:41])([CH2:42][CH:43]=[CH2:44])=[O:38])[CH2:27][CH2:26][C:25]([NH:24][CH2:23][CH2:22][CH2:21][CH2:20][C@@H:19]([C:46]([OH:48])=[O:47])[NH2:18])=[O:45])([CH2:34][CH:35]=[CH2:36])=[O:30])[CH:32]=[CH2:33] |f:1.2|. Procedure details: A solution of 90 (502 mg, 0.616 mmol) in piperidine/DMF (0.05:1, 5 mL) was stirred at room temperature for 18 hr. After diluting with ethyl acetate (40 mL) the organic layer was washed with water and brine then dried over Na2SO4 and concentrated in vacuo. The crude material was purified by silica gel chromatography (methanol in ethyl acetate, 5% over 5 column volumes then 5 to 30% over 10 column volumes) using a Biotage Horizon™ apparatus resulting in the colourless liquid 91 (249 mg, 68%): 1H N... The reactants are FC1=CC=C(C=C1)CC1=CN=C2C(=C(C(N(C2=C1)CCCS(=O)(=O)C)=O)C(=O)OCC)O (ethyl 7-[(4-fluorophenyl)methyl]-4-hydroxy-1-[3-(methylsulfonyl)propyl]-2-oxo-1,2-dihydro-1,5-naphthyridine-3-carboxylate), NCCCN1C(CCC1)=O (1-(3-aminopropyl)-2-pyrrolidinone). Product: FC1=CC=C(C=C1)CC1=CN=C2C(=C(C(N(C2=C1)CCCS(=O)(=O)C)=O)C(=O)NCCCN1C(CCC1)=O)O (7-[(4-fluorophenyl)methyl]-4-hydroxy-1-[3-(methylsulfonyl)propyl]-2-oxo-N-[3-(2-oxo-1-pyrrolidinyl)propyl]-1,2-dihydro-1,5-naphthyridine-3-carboxamide). As a reaction SMILES: [F:1][C:2]1[CH:7]=[CH:6][C:5]([CH2:8][C:9]2[CH:18]=[C:17]3[C:12]([C:13]([OH:32])=[C:14]([C:27](OCC)=[O:28])[C:15](=[O:26])[N:16]3[CH2:19][CH2:20][CH2:21][S:22]([CH3:25])(=[O:24])=[O:23])=[N:11][CH:10]=2)=[CH:4][CH:3]=1.[NH2:33][CH2:34][CH2:35][CH2:36][N:37]1[CH2:41][CH2:40][CH2:39][C:38]1=[O:42]>>[F:1][C:2]1[CH:7]=[CH:6][C:5]([CH2:8][C:9]2[CH:18]=[C:17]3[C:12]([C:13]([OH:32])=[C:14]([C:27]([NH:33][CH2:34][CH2:35][CH2:36][N:37]4[CH2:41][CH2:40][CH2:39][C:38]4=[O:42])=[O:28])[C:15](=[O:26])[N:16]3[CH2:19][CH2:20][CH2:21][S:22]([CH3:25])(=[O:24])=[O:23])=[N:11][CH:10]=2)=[CH:4][CH:3]=1. Reported procedure: This compound was prepared from ethyl 7-[(4-fluorophenyl)methyl]-4-hydroxy-1-[3-(methylsulfonyl)propyl]-2-oxo-1,2-dihydro-1,5-naphthyridine-3-carboxylate and 1-(3-aminopropyl)-2-pyrrolidinone employing methods similar to those described in Example 202 and was obtained as a white solid. 1H NMR (400 MHz, CDCl3) δ 10.23 (t, J=5.5 Hz, 1 H), 8.55 (s, 1 H), 7.65 (s, 1 H), 7.20 (dd, J=8.5, 5.4 Hz, 2 H), 7.00 (t, J=8.8 Hz, 2 H), 4.39 (t, J=7.7 Hz, 2 H), 4.11 (s, 2 H), 3.46-3.35 (m, 6 H), 3.13 (t, J=7.1 ... Reactants: OCC=1N(C(=C(N1)C(C)C)SC1=CC(=CC(=C1)Cl)Cl)CC=1C=NC2=CC=CC=C2C1 (2-hydroxymethyl-5-(3,5-dichlorophenylthio)-4-isopropyl-1-(quinolin-3-ylmethyl)-1H-imidazole), C(O)([O-])=O.[Na+] (sodium hydrogen carbonate), ClCC(=O)N=C=O (chloroacetylisocyanate), C([O-])(O)=O.[Na+] (sodium bicarbonate). Reagents/catalysts: [Zn] (Zn). Solvent: O1CCCC1 (tetrahydrofuran), CO (methanol). Conditions: temperature 0 celsius. The product is C(N)(=O)OCC=1N(C(=C(N1)C(C)C)SC1=CC(=CC(=C1)Cl)Cl)CC=1C=NC2=CC=CC=C2C1 (2-carbamoyloxymethyl-5-(3,5-dichlorophenylthio)-4-isopropyl-1-(quinolin-3-ylmethyl)-1H-imidazole). Yield: 77.8%. As a reaction SMILES: [OH:1][CH2:2][C:3]1[N:4]([CH2:20][C:21]2[CH:22]=[N:23][C:24]3[C:29]([CH:30]=2)=[CH:28][CH:27]=[CH:26][CH:25]=3)[C:5]([S:11][C:12]2[CH:17]=[C:16]([Cl:18])[CH:15]=[C:14]([Cl:19])[CH:13]=2)=[C:6]([CH:8]([CH3:10])[CH3:9])[N:7]=1.ClC[C:33]([N:35]=C=O)=[O:34].C(=O)(O)[O-].[Na+]>O1CCCC1.CO.[Zn]>[C:33]([O:1][CH2:2][C:3]1[N:4]([CH2:20][C:21]2[CH:22]=[N:23][C:24]3[C:29]([CH:30]=2)=[CH:28][CH:27]=[CH:26][CH:25]=3)[C:5]([S:11][C:12]2[CH:17]=[C:16]([Cl:18])[CH:15]=[C:14]([Cl:19])[CH:13]=2)=[C:6]([CH:8]([CH3:10])[CH3:9])[N:7]=1)(=[O:34])[NH2:35] |f:2.3|. Procedure: In 5 ml of tetrahydrofuran was dissolved 223 mg (0.50 mmol)of 2-hydroxymethyl-5-(3,5-dichlorophenylthio)-4-isopropyl-1-(quinolin-3-ylmethyl)-1H-imidazole (109), followed by dropwise addition of 72 mg (0.60 mmol)of chloroacetylisocyanate with stirring at 0° C., and the mixture was stirred at room temperature for 30 minutes. After the reaction completion, the mixture was worked up. To the reaction mixture was added a saturated aqueous sodium bicarbonate solution, extracted with methylene chloride,... Reaction conditions: temperature 40 celsius, time 1 hour. Product: COC1=C(C(=O)OC(C)(C)C)C=CC=C1OC (tert-Butyl 2,3-dimethoxybenzoate). The reactants are mixture, S(=O)(Cl)Cl (thionyl chloride), COC1=C(C(=O)O)C=CC=C1OC (2,3-dimethoxybenzoic acid), CN(C)C=O (DMF), Cl (hydrochloric acid). The solvent is N1=CC=CC=C1 (pyridine), O (water), C1(=CC=CC=C1)C (toluene). Reagents/catalysts: CN(C1=CC=NC=C1)C (N,N-dimethylpyridin-4-amine). Reported procedure: Add thionyl chloride (67.6 mL, 928 mmol) dropwise to a solution of 2,3-dimethoxybenzoic acid (132 g, 714 mmol) and DMF (1.32 mL) in toluene (528 mL) maintained at 40° C. Stir the solution for 1 h at 40° C. after the addition is complete. Concentrate the mixture in vacuo and dissolve the residue in dichloromethane (528 mL). Warm the mixture to reflux and add tert-butyl alcohol (203.4 mL). Add pyridine (86.6 mL) dropwise over 5 min followed by addition of N,N-dimethylpyridin-4-amine (4.36 g, 35.7 ... RXN SMILES: S(Cl)(Cl)=O.[CH3:5][O:6][C:7]1[C:15]([O:16][CH3:17])=[CH:14][CH:13]=[CH:12][C:8]=1[C:9]([OH:11])=[O:10].CN(C=O)C.Cl>C1(C)C=CC=CC=1.CN(C)C1C=CN=CC=1.O.N1C=CC=CC=1>[CH3:5][O:6][C:7]1[C:15]([O:16][CH3:17])=[CH:14][CH:13]=[CH:12][C:8]=1[C:9]([O:11][C:8]([CH3:12])([CH3:9])[CH3:7])=[O:10]. The yield is 166.0%. Reactants: Cc1ccc2c(c1)C(C)(C)CC(c1cccc(Br)c1)N2, O=C([O-])[O-], CS(C)=O, [Cu]I, [K+], [K+], CC(C)(N)C(=O)O. Yields the product Cc1ccc2c(c1)C(C)(C)CC(c1cccc(NC(C)(C)C(=O)O)c1)N2. As a reaction SMILES: [Br:1][c:2]1[cH:3][c:4]([CH:8]2[NH:9][c:10]3[cH:11][cH:12][c:13]([CH3:20])[cH:14][c:15]3[C:16]([CH3:18])([CH3:19])[CH2:17]2)[cH:5][cH:6][cH:7]1.[C:28](=[O:29])([O-:30])[O-:31].[CH3:34][S:35](=[O:36])[CH3:37].[Cu:38][I:39].[K+:32].[K+:33].[NH2:21][C:22]([C:23](=[O:24])[OH:25])([CH3:26])[CH3:27]>>[c:2]1([NH:21][C:22]([C:23](=[O:24])[OH:25])([CH3:26])[CH3:27])[cH:3][c:4]([CH:8]2[NH:9][c:10]3[cH:11][cH:12][c:13]([CH3:20])[cH:14][c:15]3[C:16]([CH3:18])([CH3:19])[CH2:17]2)[cH:5][cH:6][cH:7]1.